This data is from the Open Reaction Database (ORD), a public repository of structured organic reaction records. The task is: describe an organic reaction: reactants, conditions, products, and yield Starting materials: ice water, COC1=C(C=C(C=C1)OC(F)(F)F)B(O)O (2-methoxy-5-(trifluoromethoxy)phenylboronic acid), B(Br)(Br)Br (boron tribromide), B(Br)(Br)Br (boron tribromide). Solvent: ClCCl (dichloromethane). Reaction conditions: temperature 0 celsius, time 3 hour. Product: OC1=C(C=C(C=C1)OC(F)(F)F)B(O)O ([2-Hydroxy-5-(trifluoromethoxy)phenyl]boronic acid). The yield is 96.1%. As a reaction SMILES: C[O:2][C:3]1[CH:8]=[CH:7][C:6]([O:9][C:10]([F:13])([F:12])[F:11])=[CH:5][C:4]=1[B:14]([OH:16])[OH:15].B(Br)(Br)Br>ClCCl>[OH:2][C:3]1[CH:8]=[CH:7][C:6]([O:9][C:10]([F:13])([F:11])[F:12])=[CH:5][C:4]=1[B:14]([OH:16])[OH:15]. Procedure details: A suspension of 2-methoxy-5-(trifluoromethoxy)phenylboronic acid (23.0 g, 97.5 mmol) in dichloromethane (140 mL) was cooled to 0° C. and boron tribromide (9.4 mL, 10 mmol) was added drop-wise over 30 min. After stirring for 3 hours, additional boron tribromide (2 mL) was added. The reaction mixture was poured into ice water and stirred for 20 min. The dichloromethane was removed in vacuo and the white solid collected by filtration and washed with water before drying in vacuo to afford the title ... Starting materials: C1(=CC=CC=C1)CCCCCS(=O)(=O)N1CC2=C(CC1)OC=C2 (5-(5-phenylpentylsulfonyl)-4,5,6,7-tetrahydrofuro[3,2-c]pyridine), C(C)NCC (diethylamine), C=O (formaldehyde). Solvent: C(C)(=O)O (acetic acid). Conditions: temperature 100 celsius, time 30 minute. Yields the product C(C)N(CC)CC1=CC=2CN(CCC2O1)S(=O)(=O)CCCCCC1=CC=CC=C1 (N,N-diethyl-[5-(5-phenylpentylsulfonyl)-4,5,6,7-tetrahydrofuro[3,2-c]pyridin-2-ylmethyl]amine). As a reaction SMILES: [C:1]1([CH2:7][CH2:8][CH2:9][CH2:10][CH2:11][S:12]([N:15]2[CH2:20][CH2:19][C:18]3[O:21][CH:22]=[CH:23][C:17]=3[CH2:16]2)(=[O:14])=[O:13])[CH:6]=[CH:5][CH:4]=[CH:3][CH:2]=1.[CH2:24]([NH:26][CH2:27][CH3:28])[CH3:25].[CH2:29]=O>C(O)(=O)C>[CH2:24]([N:26]([CH2:29][C:22]1[O:21][C:18]2[CH2:19][CH2:20][N:15]([S:12]([CH2:11][CH2:10][CH2:9][CH2:8][CH2:7][C:1]3[CH:6]=[CH:5][CH:4]=[CH:3][CH:2]=3)(=[O:14])=[O:13])[CH2:16][C:17]=2[CH:23]=1)[CH2:27][CH3:28])[CH3:25]. Procedure: To a solution of 0.269 g (0.807 mmol) of 5-(5-phenylpentylsulfonyl)-4,5,6,7-tetrahydrofuro[3,2-c]pyridine in 20 ml of acetic acid, 0.10 ml (0.97 mmol) of diethylamine and 79 mg (0.97 mmol) of 37% aqueous formaldehyde were added, followed by stirring at 100° C. for 30 minutes. After the solvent was distilled off under reduced pressure, the residual solution was alkalified with aqueous sodium hydroxide and extracted with dichloromethane 3 times. The combined organic layer was dried over anhydrous ... Reactants: NCC1=C(N(C2=NC=CC=C2C1=O)C1=CC=CC=C1)C=1OC=CN1 (3-(aminomethyl)-2-(oxazol-2-yl)-1-phenyl-1,8-naphthyridin-4(1H)-one), N1(CCOCC1)C1=NC=C(C(=O)O)C=C1 (6-morpholin-4-yl-nicotinic acid). Yields the product N1(CCOCC1)C1=NC=C(C(=O)NCC2=C(N(C3=NC=CC=C3C2=O)C2=CC=CC=C2)C=2OC=CN2)C=C1 (6-Morpholin-4-yl-N-(2-oxazol-2-yl-4-oxo-1-phenyl-1,4-dihydro-[1,8]naphthyridin-3-yl-methyl)-nicotinamide). Reaction SMILES: [NH2:1][CH2:2][C:3]1[C:12](=[O:13])[C:11]2[C:6](=[N:7][CH:8]=[CH:9][CH:10]=2)[N:5]([C:14]2[CH:19]=[CH:18][CH:17]=[CH:16][CH:15]=2)[C:4]=1[C:20]1[O:21][CH:22]=[CH:23][N:24]=1.[N:25]1([C:31]2[CH:39]=[CH:38][C:34]([C:35](O)=[O:36])=[CH:33][N:32]=2)[CH2:30][CH2:29][O:28][CH2:27][CH2:26]1>>[N:25]1([C:31]2[CH:39]=[CH:38][C:34]([C:35]([NH:1][CH2:2][C:3]3[C:12](=[O:13])[C:11]4[C:6](=[N:7][CH:8]=[CH:9][CH:10]=4)[N:5]([C:14]4[CH:19]=[CH:18][CH:17]=[CH:16][CH:15]=4)[C:4]=3[C:20]3[O:21][CH:22]=[CH:23][N:24]=3)=[O:36])=[CH:33][N:32]=2)[CH2:26][CH2:27][O:28][CH2:29][CH2:30]1. Procedure: 6-Morpholin-4-yl-N-(2-oxazol-2-yl-4-oxo-1-phenyl-1,4-dihydro-[1,8]naphthyridin-3-yl-methyl)-nicotinamide was prepared starting from intermediate B and 6-morpholin-4-yl-nicotinic acid. 1H NMR (300 MHz, DMSO-d6) δ ppm 8.65-8.67 (m, 2H) 8.48 (d, J=2.90 Hz, 1H) 8.05-8.15 (m, 1H) 7.98 (d, J=0.75 Hz, 1H) 7.85 (dd, J=8.70, 2.90 Hz, 1H) 7.55 (dd, J=8.20, 4.40 Hz, 1H) 7.23-7.45 (m, 5H) 7.18 (d, J=0.75 Hz, 1H) 6.79 (d, J=8.30 Hz, 1H) 4.25 (d, J=4.20 Hz, 2H) 3.62-3.73 (m, 4H) 3.47-3.57 (m, 4H). RXN SMILES: [Cl:1]Cl.Cl.[CH3:4][O:5][C:6]1[C:7](=[O:18])[C:8]2[CH2:9]C=[CH:11][CH:12]([CH3:17])[C:13]=2[C:14](=[O:16])[CH:15]=1.[K+].[Br-].[CH:21]([Cl:24])(Cl)Cl>O=[Mn]=O>[Cl:1][CH:11]1[CH:21]([Cl:24])[CH2:9][C:8]2[C:7](=[O:18])[C:6]([O:5][CH3:4])=[CH:15][C:14](=[O:16])[C:13]=2[CH:12]1[CH3:17] |f:3.4|. Yields the product ClC1C(C=2C(C=C(C(C2CC1Cl)=O)OC)=O)C (6,7-dichloro-2-methoxy-5-methyl-5,6,7,8-tetrahydronapthalene-1,4-dione). Procedure details: A solution of Cl2 in CHCl3 (freed of inhibitor by passing through a silica gel column) was prepared by adding concd HCl to stirred MnO2 and bubbling the resulting effluent through inhibitor free CHCl3. The resulting green solution was passed through a small silica gel column prior to use to remove H2O. The Cl2 concentration was not determined. To a stirred solution of 5,8-dihydro-2-methoxy-5-methylnaphthalene-1,4-dione (950 mg, 4.65 mmol) in inhibitor free CHCl3 (20 mL) the above described Cl2 s... The reactants are ( w ), ( m ), ( w ), ( m ), ( w ), ( s ), ( w ), ( m ), ( m ), ( m ), ( w ), ( s ), ( s ), ( w ), ( m ), ClCl (Cl2), ( m ), ( m ), ( w ), ( m ), ( m ), ( w ), ( s ), C(Cl)(Cl)Cl (CHCl3), C(Cl)(Cl)Cl (CHCl3), COC=1C(C=2CC=CC(C2C(C1)=O)C)=O (5,8-dihydro-2-methoxy-5-methylnaphthalene-1,4-dione), ClCl (Cl2), ( m ), ( m ), [K+].[Br-] (KBr), ( s ), ( m ), ( s ), ( w ), C(Cl)(Cl)Cl (CHCl3), ( m ), ( w ), Cl (HCl), ( m ), ( m ), ( m ), ( s ), ( m ), ( w ), ( m ), ( w ), ( m ), ( m ), ( m ). The reagents and catalysts are O=[Mn]=O (MnO2). Starting materials: O(C)C1=C(NC)C=CC=C1 (2-methoxyl-N-methylaniline), COC(C1=C(C=C(C(=C1)C=1C=NC(=CC1C#N)C(F)(F)F)Cl)OC)=O (4-chloro-5-(4-cyano-6-trifluoromethyl-pyridin-3-yl)-2-methoxy-benzoic acid methyl ester). The solvent is N#N (N2), C1(=CC=CC=C1)C (toluene), ClCCCl (1,2-dichloroethane). Conditions: temperature 80 celsius, time 10 minute. Yields the product ClC1=CC(=C(C(=O)N(C)C2=C(C=CC=C2)OC)C=C1C=1C=NC(=CC1C#N)C(F)(F)F)OC (4-chloro-5-(4-cyano-6-trifluoromethyl-pyridin-3-yl)-2-methoxy-N-(2-methoxy-phenyl)-N-methyl-benzamide). Isolated yield 7.4%. Reaction SMILES: [O:1]([C:3]1[CH:10]=[CH:9][CH:8]=[CH:7][C:4]=1[NH:5][CH3:6])[CH3:2].CO[C:13](=[O:35])[C:14]1[CH:19]=[C:18]([C:20]2[CH:21]=[N:22][C:23]([C:28]([F:31])([F:30])[F:29])=[CH:24][C:25]=2[C:26]#[N:27])[C:17]([Cl:32])=[CH:16][C:15]=1[O:33][CH3:34]>C1(C)C=CC=CC=1.ClCCCl.N#N>[Cl:32][C:17]1[C:18]([C:20]2[CH:21]=[N:22][C:23]([C:28]([F:31])([F:29])[F:30])=[CH:24][C:25]=2[C:26]#[N:27])=[CH:19][C:14]([C:13]([N:5]([C:4]2[CH:7]=[CH:8][CH:9]=[CH:10][C:3]=2[O:1][CH3:2])[CH3:6])=[O:35])=[C:15]([O:33][CH3:34])[CH:16]=1. Procedure details: To a mixture of 2-methoxyl-N-methylaniline (27.7 mg, 0.2 mmol) and Et3AI (196 μL, 1.9 M in toluene, 0.2 mmol) in 1,2-dichloroethane (1 mL) which was preheated at 50° C. for 10 min under N2 atmosphere, was added 4-chloro-5-(4-cyano-6-trifluoromethyl-pyridin-3-yl)-2-methoxy-benzoic acid methyl ester (50 mg, 0.14 mmol). The mixture was sealed in N2 atmosphere and heated at 80° C. for 16 hrs. Upon cooling to rt, the mixture was quenched with 2 N HCl (5 mL) and diluted with 1,2-dichloroethane. The or... Reactants: S(=O)([O-])[O-].[Na+].[Na+] (sodium sulphite), C1(=CC=CC=C1)N1C(=NC(=C1C1=CC=CC=C1)C1=CC=CC=C1)OCCCCCCCBr (1,4,5-triphenyl-2-(7-bromoheptyloxy)-imidazole), S(=O)([O-])[O-].[Na+].[Na+] (sodium sulphite). Run in O (water), C(C)O (ethanol), O (water). The product is C1(=CC=CC=C1)N1C(=NC(=C1C1=CC=CC=C1)C1=CC=CC=C1)OCCCCCCCS(=O)(=O)[O-].[Na+] (sodium 7-(1,4,5-triphenylimidazol-2-yloxy)heptanesulphonate). Isolated yield 14.3%. Reaction SMILES: [C:1]1([N:7]2[C:11]([C:12]3[CH:17]=[CH:16][CH:15]=[CH:14][CH:13]=3)=[C:10]([C:18]3[CH:23]=[CH:22][CH:21]=[CH:20][CH:19]=3)[N:9]=[C:8]2[O:24][CH2:25][CH2:26][CH2:27][CH2:28][CH2:29][CH2:30][CH2:31]Br)[CH:6]=[CH:5][CH:4]=[CH:3][CH:2]=1.[S:33]([O-:36])([O-:35])=[O:34].[Na+:37].[Na+]>C(O)C.O>[C:1]1([N:7]2[C:11]([C:12]3[CH:17]=[CH:16][CH:15]=[CH:14][CH:13]=3)=[C:10]([C:18]3[CH:23]=[CH:22][CH:21]=[CH:20][CH:19]=3)[N:9]=[C:8]2[O:24][CH2:25][CH2:26][CH2:27][CH2:28][CH2:29][CH2:30][CH2:31][S:33]([O-:36])(=[O:35])=[O:34])[CH:6]=[CH:5][CH:4]=[CH:3][CH:2]=1.[Na+:37] |f:1.2.3,6.7|. Procedure: A solution of 1,4,5-triphenyl-2-(7-bromoheptyloxy)-imidazole (2.0 g) in ethanol (10 ml) was refluxed with a solution of sodium sulphite (0.55 g) in water (5 ml) for 20 hours. More sodium sulphite (0.2 g) in water (1 ml) was added and refluxed a further 20 hours. The mixture was evaporated to dryness, boiling ethanol added and filtered hot. Chromatography of the filtrate on silica gel (dichloromethane/methanol 5:1) followed by crystallisation from ethanol/isopropanol gave sodium 7-(1,4,5-tripheny...